describe an organic reaction: reactants, conditions, products, and yield From a dataset of the Open Reaction Database (ORD), a public repository of structured organic reaction records. Reactants: solid, BrC1=CC(=CC=2C=C3N(C12)CCNC3=O)C#N (6-bromo-1-oxo-1,2,3,4-tetrahydro-pyrazino[1,2-a]indole-8-carbonitrile), BrC1=CC(=CC=2C=C3N(C12)CCNC3=O)C#N (6-bromo-1-oxo-1,2,3,4-tetrahydro-pyrazino[1,2-a]indole-8-carbonitrile), FC1=CC=C(C=N1)B(O)O (6-fluoro-pyridin-3-ylboronic acid). Product: FC1=CC=C(C=N1)C1=CC(=CC=2C=C3N(C12)CCNC3=O)C#N (6-(6-Fluoropyridin-3-yl)-1-oxo-3,4-dihydro-2H-pyrazino[1,2-a]indole-8-carbonitrile). As a reaction SMILES: Br[C:2]1[C:10]2[N:9]3[CH2:11][CH2:12][NH:13][C:14](=[O:15])[C:8]3=[CH:7][C:6]=2[CH:5]=[C:4]([C:16]#[N:17])[CH:3]=1.[F:18][C:19]1[N:24]=[CH:23][C:22](B(O)O)=[CH:21][CH:20]=1>>[F:18][C:19]1[N:24]=[CH:23][C:22]([C:2]2[C:10]3[N:9]4[CH2:11][CH2:12][NH:13][C:14](=[O:15])[C:8]4=[CH:7][C:6]=3[CH:5]=[C:4]([C:16]#[N:17])[CH:3]=2)=[CH:21][CH:20]=1. Procedure details: The title compound, off-white solid (68 mg, 89%), MS (ISP) m/z=307.4 [(M+H)+], mp 268° C., was prepared in accordance with the general method of example 1 from 6-bromo-1-oxo-1,2,3,4-tetrahydro-pyrazino[1,2-a]indole-8-carbonitrile (intermediate 15) (72.5 mg, 0.25 mmol) and commercially available 6-fluoro-pyridin-3-ylboronic acid (45.8 mg, 0.325 mmol).